From a dataset of the Open Reaction Database (ORD), a public repository of structured organic reaction records. describe an organic reaction: reactants, conditions, products, and yield Reactants: CC(C)(C)N=NC(C)(C)Cl, CC(C)(C)N=NC(C)(C)SCCO, [H-], [Na+], C1COCCO1, O. The product is CC(C)(C)N=NC(C)(C)OCCSC(C)(C)N=NC(C)(C)C. RXN SMILES: [C:16]([CH3:17])([CH3:18])([CH3:19])[N:20]=[N:21][C:22]([CH3:23])([CH3:24])[Cl:25].[C:3]([CH3:4])([CH3:5])([CH3:6])[N:7]=[N:8][C:9]([CH3:10])([CH3:11])[S:12][CH2:13][CH2:14][OH:15].[H-:1].[Na+:2].[O:27]1[CH2:28][CH2:29][O:30][CH2:31][CH2:32]1.[OH2:26]>>[C:3]([CH3:4])([CH3:5])([CH3:6])[N:7]=[N:8][C:9]([CH3:10])([CH3:11])[S:12][CH2:13][CH2:14][O:15][C:22]([N:21]=[N:20][C:16]([CH3:17])([CH3:18])[CH3:19])([CH3:23])[CH3:24]. Starting materials: Ic1c[nH]c2ncccc12, CC1(C)OB(OC1(C)C)c2cccc(c2)C3(CC3)NC(=O)OCc4ccccc4. Reagents/catalysts: CCN=P(N=P(N(C)C)(N(C)C)N(C)C)(N(C)C)N(C)C (P2-Et), CC(C)c1cc(C(C)C)c(-c2ccccc2[PH](C(C)(C)C)(C(C)(C)C)[Pd]2(OS(C)(=O)=O)Nc3ccccc3-c3ccccc32)c(C(C)C)c1 (tBuXphos G3). The solvent is CS(C)=O (DMSO), O (water), CS(C)=O (DMSO), CS(C)=O (DMSO), CS(C)=O (DMSO). Reaction conditions: time 22 hour. Product: O=C(NC1(CC1)c2cccc(c2)c3c[nH]c4ncccc34)OCc5ccccc5, Ic1c[nH]c2ncccc12, c1ccc(-c2ccccc2)cc1. Product: NS(=O)(=O)C=1C(=CC(=C(C(=O)OCCCOC(CCC(=O)O)=O)C1)NCC=1OC=CC1)Cl (4-(3-(5-(aminosulfonyl)-4-chloro-2-[(2-furanylmethyl)amino]benzoyloxy)propoxy)(4-oxo)butanoic acid). RXN SMILES: [NH2:1][S:2]([C:5]1[C:6]([Cl:25])=[CH:7][C:8]([NH:18][CH2:19][C:20]2[O:21][CH:22]=[CH:23][CH:24]=2)=[C:9]([CH:17]=1)[C:10]([O:12][CH2:13][CH2:14][CH2:15][OH:16])=[O:11])(=[O:4])=[O:3].[C:26]1(=[O:32])[O:31][C:29](=[O:30])[CH2:28][CH2:27]1.C1CN2C(=NCCC2)C1.C(#N)C>ClCCl>[NH2:1][S:2]([C:5]1[C:6]([Cl:25])=[CH:7][C:8]([NH:18][CH2:19][C:20]2[O:21][CH:22]=[CH:23][CH:24]=2)=[C:9]([CH:17]=1)[C:10]([O:12][CH2:13][CH2:14][CH2:15][O:16][C:26](=[O:32])[CH2:27][CH2:28][C:29]([OH:31])=[O:30])=[O:11])(=[O:3])=[O:4]. Reaction conditions: time 10 hour. Run in ClCCl (dichloromethane). Reactants: NS(=O)(=O)C=1C(=CC(=C(C(=O)OCCCO)C1)NCC=1OC=CC1)Cl (3-(5-(aminosulfonyl)-4-chloro-2-[(2-furanylmethyl)amino]benzoyloxy)propanol), C1(CCC(=O)O1)=O (succinic anhydride), C1CC2=NCCCN2C1 (DBN), 1,5-diazabicyclo[4.3.0]non-5-ene,(Aldrich), C(C)#N (acetonitrile). Reported procedure: A mixture of 3-(5-(aminosulfonyl)-4-chloro-2-[(2-furanylmethyl)amino]benzoyloxy)propanol (805) (0.060 mole), succinic anhydride (Aldrich) (0.060 mole), DBN (1,5-diazabicyclo[4.3.0]non-5-ene,(Aldrich) (0.060 mole) and dry acetonitrile (50 mL) is stirred at ambient temperature for 10 hours. The reaction mixture is diluted with dichloromethane (200 mL) and extracted with 0.1 N hydrochloric acid solution, washed with water, and then with a saturated sodium chloride solution. The organic layer is dri...